This data is from the Open Reaction Database (ORD), a public repository of structured organic reaction records. The task is: describe an organic reaction: reactants, conditions, products, and yield Reactants: Cc1cc(C(C)(C)C)c(O)c(C(C)(C)C)c1, COCCOC, C=CC(C)C(=O)OCCCl, O. Reaction SMILES: [C:12]([c:13]1[c:14]([OH:15])[c:16]([C:17]([CH3:18])([CH3:19])[CH3:20])[cH:21][c:22]([CH3:23])[cH:24]1)([CH3:25])([CH3:26])[CH3:27].[CH2:28]([CH2:29][O:30][CH3:31])[O:32][CH3:33].[Cl:1][CH2:2][CH2:3][O:4][C:5]([CH:6]([CH:7]=[CH2:8])[CH3:9])=[O:10].[OH2:11]>>[CH2:2]1[CH2:3][O:4][C:5](=[C:6]([CH:7]=[CH2:8])[CH3:9])[O:10]1. Yields the product C=CC(C)=C1OCCO1. Starting materials: CCO, CCN(C(C)C)C(C)C, FC(F)(F)c1nnc2ccc(Cl)nn12, CC(C)(C)OC(=O)N1CCCNCC1. As a reaction SMILES: [CH3:38][CH2:39][OH:40].[CH:15]([N:16]([CH:17]([CH3:18])[CH3:19])[CH2:20][CH3:21])([CH3:22])[CH3:23].[Cl:24][c:25]1[n:26][n:27]2[c:28]([cH:29][cH:30]1)[n:31][n:32][c:33]2[C:34]([F:35])([F:36])[F:37].[N:1]1([C:8](=[O:9])[O:10][C:11]([CH3:12])([CH3:13])[CH3:14])[CH2:2][CH2:3][NH:4][CH2:5][CH2:6][CH2:7]1>>[N:1]1([C:8](=[O:9])[O:10][C:11]([CH3:12])([CH3:13])[CH3:14])[CH2:2][CH2:3][N:4]([c:25]2[n:26][n:27]3[c:28]([cH:29][cH:30]2)[n:31][n:32][c:33]3[C:34]([F:35])([F:36])[F:37])[CH2:5][CH2:6][CH2:7]1. Product: CC(C)(C)OC(=O)N1CCCN(c2ccc3nnc(C(F)(F)F)n3n2)CC1. The reactants are O=C([O-])O, ClCCl, FC(F)Oc1ccccc1OC(F)F, [K+], O=[N+]([O-])O. Product: O=[N+]([O-])c1ccc(OC(F)F)c(OC(F)F)c1. Reaction SMILES: [C:19](=[O:20])([OH:21])[O-:22].[Cl:24][CH2:25][Cl:26].[F:1][CH:2]([O:3][c:4]1[c:5]([O:10][CH:11]([F:12])[F:13])[cH:6][cH:7][cH:8][cH:9]1)[F:14].[K+:23].[OH:15][N+:16]([O-:17])=[O:18]>>[F:1][CH:2]([O:3][c:4]1[c:5]([O:10][CH:11]([F:12])[F:13])[cH:6][c:7]([N+:16](=[O:15])[O-:17])[cH:8][cH:9]1)[F:14]. Reported procedure: starting from 5,7-dihydro-6H-dibenz[c,e]azepine-6-carbonitrile and 2-hydroxymethyl-tetrahydropyran, there is obtained 2-tetrahydro-2H-pyranylmethyl 5,7-dihydro-6H-dibenz[c,e]azepine-6-carboximidate as a syrup, mass spectrum m/e: M+ 336 (30), 237 (78), 194 (100), 99 (60); As a reaction SMILES: [CH:1]1[C:11]2[C:10]3[CH:12]=[CH:13][CH:14]=[CH:15][C:9]=3[CH2:8][N:7]([C:16]#[N:17])[CH2:6][C:5]=2[CH:4]=[CH:3][CH:2]=1.[OH:18][CH2:19][CH:20]1[CH2:25][CH2:24][CH2:23][CH2:22][O:21]1>>[CH:1]1[C:11]2[C:10]3[CH:12]=[CH:13][CH:14]=[CH:15][C:9]=3[CH2:8][N:7]([C:16](=[NH:17])[O:18][CH2:19][CH:20]3[CH2:25][CH2:24][CH2:23][CH2:22][O:21]3)[CH2:6][C:5]=2[CH:4]=[CH:3][CH:2]=1. Starting materials: C1=CC=CC=2CN(CC3=C(C21)C=CC=C3)C#N (5,7-dihydro-6H-dibenz[c,e]azepine-6-carbonitrile), OCC1OCCCC1 (2-hydroxymethyl-tetrahydropyran). Product: C1=CC=CC=2CN(CC3=C(C21)C=CC=C3)C(OCC3OCCCC3)=N (2-tetrahydro-2H-pyranylmethyl 5,7-dihydro-6H-dibenz[c,e]azepine-6-carboximidate). The reactants are C1=C(C=CC2=CC=CC=C12)S(=O)(=O)CC(CCC(=O)OC)C(N(CC(=O)N1CCCCC1)CCCCC)=O (methyl 5-(2-naphthylsulfonyl)-4-(N-pentyl-N-piperidinocarbonylmethylcarbamoyl)pentanoate), [OH-].[Na+] (sodium hydroxide). Run in CO (methanol). Reaction conditions: time 16 hour. The product is C1=C(C=CC2=CC=CC=C12)S(=O)(=O)CC(CCC(=O)O)C(N(CC(=O)N1CCCCC1)CCCCC)=O (5-(2-naphthylsulfonyl)-4-(N-pentyl-N-piperidinocarbonylmethylcarbamoyl)pentanoic acid). Yield: 45.6%. RXN SMILES: [CH:1]1[C:10]2[C:5](=[CH:6][CH:7]=[CH:8][CH:9]=2)[CH:4]=[CH:3][C:2]=1[S:11]([CH2:14][CH:15]([C:22](=[O:38])[N:23]([CH2:33][CH2:34][CH2:35][CH2:36][CH3:37])[CH2:24][C:25]([N:27]1[CH2:32][CH2:31][CH2:30][CH2:29][CH2:28]1)=[O:26])[CH2:16][CH2:17][C:18]([O:20]C)=[O:19])(=[O:13])=[O:12].[OH-].[Na+]>CO>[CH:1]1[C:10]2[C:5](=[CH:6][CH:7]=[CH:8][CH:9]=2)[CH:4]=[CH:3][C:2]=1[S:11]([CH2:14][CH:15]([C:22](=[O:38])[N:23]([CH2:33][CH2:34][CH2:35][CH2:36][CH3:37])[CH2:24][C:25]([N:27]1[CH2:32][CH2:31][CH2:30][CH2:29][CH2:28]1)=[O:26])[CH2:16][CH2:17][C:18]([OH:20])=[O:19])(=[O:13])=[O:12] |f:1.2|. Procedure details: To a solution of methyl 5-(2-naphthylsulfonyl)-4-(N-pentyl-N-piperidinocarbonylmethylcarbamoyl)pentanoate (0.18 g) in methanol (3 ml) was added a 1N sodium hydroxide solution (0.32 ml). After stirring at room temperature for 16 hours, the reaction mixture was concentrated in vacuo, acidified with a dilute hydrochloric acid, and extracted with ethyl acetate. The organic layer was washed with water, dried over MgSO4, and evaporated at reduced pressure. The residue was recrystallized from isopropyl... Reactants: O=C([O-])[O-], O=Cc1ccc(B(O)O)cc1, CCSc1ncc2cc(-c3ccccc3)c(Cl)nc2n1, [Cs+], [Cs+], C1COCCO1, O. Yields the product CCSc1ncc2cc(-c3ccccc3)c(-c3ccc(C=O)cc3)nc2n1. As a reaction SMILES: [C:32](=[O:33])([O-:34])[O-:35].[CH:21](=[O:22])[c:23]1[cH:24][cH:25][c:26]([B:29]([OH:30])[OH:31])[cH:27][cH:28]1.[Cl:1][c:2]1[c:3](-[c:15]2[cH:16][cH:17][cH:18][cH:19][cH:20]2)[cH:4][c:5]2[c:6]([n:7][c:8]([S:11][CH2:12][CH3:13])[n:9][cH:10]2)[n:14]1.[Cs+:36].[Cs+:37].[O:38]1[CH2:39][CH2:40][O:41][CH2:42][CH2:43]1.[OH2:44]>>[c:2]1(-[c:26]2[cH:25][cH:24][c:23]([CH:21]=[O:22])[cH:28][cH:27]2)[c:3](-[c:15]2[cH:16][cH:17][cH:18][cH:19][cH:20]2)[cH:4][c:5]2[c:6]([n:7][c:8]([S:11][CH2:12][CH3:13])[n:9][cH:10]2)[n:14]1. The product is CN(C)C1=NC=CC=C1 (dimethylaminopyridine), title compound. Run in O1CCCC1 (tetrahydrofuran). As a reaction SMILES: [CH3:1][C@H]1OC(=O)C2C(O)=CC(O)=C(Cl)C=2CC(=O)C=CC=C[C@H]2O[C@H]2C1.C1C2C(COC(NC(C)CCCCCCCCCC(O)=O)=O)C3C(=CC=CC=3)C=2C=CC=1.[CH:58]1([N:64]=[C:65]=[N:66][CH:67]2[CH2:72][CH2:71][CH2:70]CC2)CCCCC1>O1CCCC1>[CH3:1][N:64]([C:65]1[CH:70]=[CH:71][CH:72]=[CH:67][N:66]=1)[CH3:58]. Procedure: Following a procedure similar to that described in Example 12, but using 67 mg of radicicol, 280 mg of 11-(9-fluorenyl)methoxycarbonylaminododecanoic acid, 10 ml of dry tetrahydrofuran, 132 mg of dicyclohexylcarbodiimide and a catalytic amount of dimethylaminopyridine, 194 mg of the title compound were obtained. Starting materials: C1(CCCCC1)N=C=NC1CCCCC1 (dicyclohexylcarbodiimide), C[C@@H]1C[C@H]2[C@H](O2)/C=C\C=C\C(=O)CC3=C(C(=CC(=C3Cl)O)O)C(=O)O1 (radicicol), C1=CC=CC=2C3=CC=CC=C3C(C12)COC(=O)NC(CCCCCCCCCC(=O)O)C (11-(9-fluorenyl)methoxycarbonylaminododecanoic acid).